From a dataset of the Open Reaction Database (ORD), a public repository of structured organic reaction records. describe an organic reaction: reactants, conditions, products, and yield The reactants are ClC(=O)OCC (ethyl chloroformate), C(C)(=O)OCC (ethyl acetate), CC1C(=NNC(S1)=O)C=1C=C2C(C(NC2=CC1)=O)(C)C (5-(3,6-Dihydro-6-methyl-2-oxo-2H-1,3,4-thiadiazin-5-yl)-1,3-dihydro-3,3-dimethyl-2H-indol-2-one), [H-].[Na+] (sodium hydride). Solvent: CN(C)C=O (DMF), CN(C)C=O (DMF). Reaction conditions: temperature 20 celsius, time 0.5 hour. Product: CC1C(=NNC(S1)=O)C=1C=C2C(C(N(C2=CC1)C(=O)OCC)=O)(C)C (Ethyl 2,3-Dihydro-5-(3,6-dihydro-6-methyl-2-oxo-2H-1,3,4-thiadiazin-5-yl)-3,3-dimethyl-2-oxo-1H-indol-1-carboxylate). Isolated yield 77.5%. Reaction SMILES: [CH3:1][CH:2]1[S:7][C:6](=[O:8])[NH:5][N:4]=[C:3]1[C:9]1[CH:10]=[C:11]2[C:15](=[CH:16][CH:17]=1)[NH:14][C:13](=[O:18])[C:12]2([CH3:20])[CH3:19].[H-].[Na+].Cl[C:24]([O:26][CH2:27][CH3:28])=[O:25].C(OCC)(=O)C>CN(C=O)C>[CH3:1][CH:2]1[S:7][C:6](=[O:8])[NH:5][N:4]=[C:3]1[C:9]1[CH:10]=[C:11]2[C:15](=[CH:16][CH:17]=1)[N:14]([C:24]([O:26][CH2:27][CH3:28])=[O:25])[C:13](=[O:18])[C:12]2([CH3:19])[CH3:20] |f:1.2|. Procedure: 1.16 g 5-(3,6-Dihydro-6-methyl-2-oxo-2H-1,3,4-thiadiazin-5-yl)-1,3-dihydro-3,3-dimethyl-2H-indol-2-one (Example 3) in 30 ml DMF were cooled to 0° C. 0.175 g sodium hydride from a 55% dispersion in mineral oil was added and the mixture was successively stirred for 0.5 hr at 0° C. and 0.5 hr at 20° C. After cooling to 0° C. a solution of 0.43 g ethyl chloroformate in 2 ml DMF was added dropwise. The reactional mixture was stirred at room temperature for 16 hrs, 250 ml ethyl acetate were added and ... The reactants are NCCC1=CC(=CC(=N1)N1C(=CC=C1C)C)C (6-(2-aminoethyl)-4-methyl-2-(2,5-dimethylpyrrol-1-yl)pyridine), Cl.NO (hydroxylamine hydrochloride), [OH-].[K+] (potassium hydroxide). Solvent: C(C)O.O (ethanol water). The product is NC1=NC(=CC(=C1)C)CCN (2-amino-6-(2-aminoethyl)-4-methylpyridine). As a reaction SMILES: [NH2:1][CH2:2][CH2:3][C:4]1[N:9]=[C:8]([N:10]2C(C)=CC=C2C)[CH:7]=[C:6]([CH3:17])[CH:5]=1.Cl.NO.[OH-].[K+]>C(O)C.O>[NH2:10][C:8]1[CH:7]=[C:6]([CH3:17])[CH:5]=[C:4]([CH2:3][CH2:2][NH2:1])[N:9]=1 |f:1.2,3.4,5.6|. Reported procedure: By analogy to Example 56, Step B, 6-(2-aminoethyl)-4-methyl-2-(2,5-dimethylpyrrol-1-yl)pyridine was treated with 4.6 equivalents of hydroxylamine hydrochloride and 3.2 equivalents of potassium hydroxide in refluxing ethanol/water to yield 2-amino-6-(2-aminoethyl)-4-methylpyridine. The reactants are C(C)(C)(C)O (tert-butyl alcohol), TEA, C1=CC=C(C=C1)OP(=O)(N=[N+]=[N-])OC2=CC=CC=C2 (diphenylphosphonic azide), C(C)(C)(C)C=1C=C(C(=O)O)C=C(C1)C#N (3-tert-butyl-5-cyanobenzoic acid), C1CCOC1 (THF). Conditions: temperature 0 celsius, time 15 minute. Yields the product C(C)(C)(C)C=1C=C(C=C(C1)C#N)NC(OC(C)(C)C)=O (tert-butyl (3-tert-butyl-5-cyanophenyl)carbamate). Isolated yield 86.0%. RXN SMILES: [C:1]([C:5]1[CH:6]=[C:7]([CH:11]=[C:12]([C:14]#[N:15])[CH:13]=1)C(O)=O)([CH3:4])([CH3:3])[CH3:2].C1C=CC(OP(OC2C=CC=CC=2)([N:25]=[N+]=[N-])=O)=CC=1.[C:35]([OH:39])([CH3:38])([CH3:37])[CH3:36].C1[CH2:44][O:43]CC1>>[C:1]([C:5]1[CH:6]=[C:7]([NH:25][C:44](=[O:43])[O:39][C:35]([CH3:38])([CH3:37])[CH3:36])[CH:11]=[C:12]([C:14]#[N:15])[CH:13]=1)([CH3:2])([CH3:3])[CH3:4]. Procedure: To a suspension of 3-tert-butyl-5-cyanobenzoic acid (4.5 g, 0.022 mol) in THF (235 mL) at 0° C. was added TEA (11.1 mL, 0.0797 mol) and diphenylphosphonic azide (6.20 mL, 0.0288 mol). The reaction mixture was allowed to stir at 0° C. for 15 min then allowed to warm to rt. After 2 h, the solvents were evaporated and the residue was redissolved in EtOAc. The solution was washed with saturated NaHCO3 solution and brine, dried over Na2SO4, filtered and concentrated. To the residue was added tert-but... The yield is 86.0%. The product is [NH4+].[OH-] (NH4OH), COC1=CC=C(C=C1)C=1C=NC(=NC1)NC1=CC=C(C=C1)OC(=O)N1CCN(CC1)C (4-methyl-piperazine-1-carboxylic acid 4-[5-(4-methoxy-phenyl)-pyrimidin-2-ylamino]-phenyl ester). Run in O (H2O), COCCOC (DME), ClCCl (dichloromethane). Reported procedure: 4-Methyl-piperazine-1-carboxylic acid 4-[5-(4-methoxy-phenyl)-pyrimidin-2-ylamino]-phenyl ester can be synthesized by the following procedure. A suspension of 4-methyl-piperazine-1-carboxylic acid 4-amino-phenyl ester (0.166 mmol) (from example 31), 4-methoxy phenyl boronic acid (0.199 mmol), K2CO3 (0.36 mmol) and Pd(PPh3)4 (0.0166 mmol) in a 5:1 mixture of DME:H2O (1.5 mL) is heated at 80° C. for 10 min. The reaction mixture is cooled to rt, diluted with dichloromethane, washed with NH4Cl, and ... Reaction SMILES: [CH3:1][O:2][C:3]1[CH:8]=[CH:7][C:6]([C:9]2[CH:10]=[N:11][C:12]([NH:15][C:16]3[CH:21]=[CH:20][C:19]([O:22][C:23]([N:25]4[CH2:30][CH2:29][N:28]([CH3:31])[CH2:27][CH2:26]4)=[O:24])=[CH:18][CH:17]=3)=[N:13][CH:14]=2)=[CH:5][CH:4]=1.NC1C=CC(OC(N2CCN(C)CC2)=O)=CC=1.COC1C=CC(B(O)O)=CC=1.C([O-])([O-])=O.[K+].[K+]>ClCCl.C1C=CC([P]([Pd]([P](C2C=CC=CC=2)(C2C=CC=CC=2)C2C=CC=CC=2)([P](C2C=CC=CC=2)(C2C=CC=CC=2)C2C=CC=CC=2)[P](C2C=CC=CC=2)(C2C=CC=CC=2)C2C=CC=CC=2)(C2C=CC=CC=2)C2C=CC=CC=2)=CC=1.O.COCCOC>[NH4+:11].[OH-:2].[CH3:1][O:2][C:3]1[CH:4]=[CH:5][C:6]([C:9]2[CH:14]=[N:13][C:12]([NH:15][C:16]3[CH:17]=[CH:18][C:19]([O:22][C:23]([N:25]4[CH2:26][CH2:27][N:28]([CH3:31])[CH2:29][CH2:30]4)=[O:24])=[CH:20][CH:21]=3)=[N:11][CH:10]=2)=[CH:7][CH:8]=1 |f:3.4.5,10.11,^1:72,74,93,112|. Starting materials: NC1=CC=C(C=C1)OC(=O)N1CCN(CC1)C (4-methyl-piperazine-1-carboxylic acid 4-amino-phenyl ester), COC1=CC=C(C=C1)B(O)O (4-methoxy phenyl boronic acid), C(=O)([O-])[O-].[K+].[K+] (K2CO3), COC1=CC=C(C=C1)C=1C=NC(=NC1)NC1=CC=C(C=C1)OC(=O)N1CCN(CC1)C (4-Methyl-piperazine-1-carboxylic acid 4-[5-(4-methoxy-phenyl)-pyrimidin-2-ylamino]-phenyl ester). Reagents/catalysts: C=1C=CC(=CC1)[P](C=2C=CC=CC2)(C=3C=CC=CC3)[Pd]([P](C=4C=CC=CC4)(C=5C=CC=CC5)C=6C=CC=CC6)([P](C=7C=CC=CC7)(C=8C=CC=CC8)C=9C=CC=CC9)[P](C=1C=CC=CC1)(C=1C=CC=CC1)C=1C=CC=CC1 (Pd(PPh3)4). The reactants are CCOC(=O)Cl, Cl, CN(C(=O)N(C)C1CN(C(=O)C2CCC(N)CC2)CC1c1ccc(F)cc1)c1cc(C(F)(F)F)cc(C(F)(F)F)c1. Yields the product CCOC(=O)NC1CCC(C(=O)N2CC(c3ccc(F)cc3)C(N(C)C(=O)N(C)c3cc(C(F)(F)F)cc(C(F)(F)F)c3)C2)CC1. As a reaction SMILES: [C:43]([O:44][CH2:45][CH3:46])(=[O:47])[Cl:48].[ClH:1].[NH2:2][CH:3]1[CH2:4][CH2:5][CH:6]([C:9](=[O:10])[N:11]2[CH2:12][CH:13]([N:23]([C:24](=[O:25])[N:26]([CH3:27])[c:28]3[cH:29][c:30]([C:38]([F:39])([F:40])[F:41])[cH:31][c:32]([C:34]([F:35])([F:36])[F:37])[cH:33]3)[CH3:42])[CH:14]([c:16]3[cH:17][cH:18][c:19]([F:22])[cH:20][cH:21]3)[CH2:15]2)[CH2:7][CH2:8]1>>[NH:2]([CH:3]1[CH2:4][CH2:5][CH:6]([C:9](=[O:10])[N:11]2[CH2:12][CH:13]([N:23]([C:24](=[O:25])[N:26]([CH3:27])[c:28]3[cH:29][c:30]([C:38]([F:39])([F:40])[F:41])[cH:31][c:32]([C:34]([F:35])([F:36])[F:37])[cH:33]3)[CH3:42])[CH:14]([c:16]3[cH:17][cH:18][c:19]([F:22])[cH:20][cH:21]3)[CH2:15]2)[CH2:7][CH2:8]1)[C:43]([O:44][CH2:45][CH3:46])=[O:47]. The reactants are C(C)(=O)OC=1C(=C(C2=C(CCC(O2)(CC#N)C)C1C)C)C (rac.-6-acetyloxy-3,4-dihydro-2,5,7,8-tetramethyl-2H-1-benzopyran-2-acetonitrile), C(=O)([O-])[O-].[K+].[K+] (K2CO3), CCOCC (ether). Run in CO (methanol), O (water), O (water). Reaction conditions: time 64 hour. Product: OC=1C(=C(C2=C(CCC(O2)(CC#N)C)C1C)C)C (Rac.-3,4-Dihydro-6-hydroxy-2,5,7,8-tetramethyl-2H-1-benzopyran-2-acetonitrile). Yield: 96.9%. As a reaction SMILES: C([O:4][C:5]1[C:6]([CH3:21])=[C:7]([CH3:20])[C:8]2[O:13][C:12]([CH3:17])([CH2:14][C:15]#[N:16])[CH2:11][CH2:10][C:9]=2[C:18]=1[CH3:19])(=O)C.C([O-])([O-])=O.[K+].[K+].CCOCC>CO.O>[OH:4][C:5]1[C:6]([CH3:21])=[C:7]([CH3:20])[C:8]2[O:13][C:12]([CH3:17])([CH2:14][C:15]#[N:16])[CH2:11][CH2:10][C:9]=2[C:18]=1[CH3:19] |f:1.2.3|. Procedure details: A mixture of 581 mg (2.02 mmoles) of rac.-6-acetyloxy-3,4-dihydro-2,5,7,8-tetramethyl-2H-1-benzopyran-2-acetonitrile and 418 mg (3.03 mmoles) of K2CO3 in 17 ml of methanol and 3 ml of water was stirred at room temperature for 64 hr. The resulting mixture was poured into water and worked-up with ether in the usual manner giving 480 mg of a tan solid. This material was triturated with cold ether to give 340 mg (69%) of a tan solid. A sample of this material was recrystallized from toluene yielding... The reactants are [Br-], [Br-], [Br-], C1CCOC1, ClCCl, CC(C)c1nnc2ccc(CC(=O)c3ccc(F)cc3F)nn12, c1cc[nH+]cc1, c1cc[nH+]cc1, c1cc[nH+]cc1. Product: CC(C)c1nnc2ccc(C(Br)C(=O)c3ccc(F)cc3F)nn12. As a reaction SMILES: [Br-:1].[Br-:2].[Br-:3].[CH2:45]1[O:46][CH2:47][CH2:48][CH2:49]1.[Cl:50][CH2:51][Cl:52].[F:22][c:23]1[c:24]([C:30]([CH2:31][c:32]2[cH:33][cH:34][c:35]3[n:36]([n:37]2)[c:38]([CH:41]([CH3:42])[CH3:43])[n:39][n:40]3)=[O:44])[cH:25][cH:26][c:27]([F:29])[cH:28]1.[nH+:10]1[cH:11][cH:12][cH:13][cH:14][cH:15]1.[nH+:16]1[cH:17][cH:18][cH:19][cH:20][cH:21]1.[nH+:4]1[cH:5][cH:6][cH:7][cH:8][cH:9]1>>[Br:1][CH:31]([C:30]([c:24]1[c:23]([F:22])[cH:28][c:27]([F:29])[cH:26][cH:25]1)=[O:44])[c:32]1[cH:33][cH:34][c:35]2[n:36]([n:37]1)[c:38]([CH:41]([CH3:42])[CH3:43])[n:39][n:40]2. The product is CCCCC1(N(C)C)CCC(c2c(C)c3ccccc3n2C)(c2c(C)c3ccccc3n2C)CC1, Cl. The reactants are CCCCC1(N(C)C)CCC(c2c(C)c3ccccc3n2C)(c2c(C)c3ccccc3n2C)CC1, C1CCCCC1, C[Si](C)(C)Cl. Reaction SMILES: [CH2:1]([CH2:2][CH2:3][CH3:4])[C:5]1([N:33]([CH3:34])[CH3:35])[CH2:6][CH2:7][C:8]([c:11]2[n:12]([CH3:21])[c:13]3[cH:14][cH:15][cH:16][cH:17][c:18]3[c:19]2[CH3:20])([c:22]2[n:23]([CH3:32])[c:24]3[cH:25][cH:26][cH:27][cH:28][c:29]3[c:30]2[CH3:31])[CH2:9][CH2:10]1.[CH2:41]1[CH2:42][CH2:43][CH2:44][CH2:45][CH2:46]1.[Cl:36][Si:37]([CH3:38])([CH3:39])[CH3:40]>>[CH2:1]([CH2:2][CH2:3][CH3:4])[C:5]1([N:33]([CH3:34])[CH3:35])[CH2:6][CH2:7][C:8]([c:11]2[n:12]([CH3:21])[c:13]3[cH:14][cH:15][cH:16][cH:17][c:18]3[c:19]2[CH3:20])([c:22]2[n:23]([CH3:32])[c:24]3[cH:25][cH:26][cH:27][cH:28][c:29]3[c:30]2[CH3:31])[CH2:9][CH2:10]1.[ClH:36]. The reactants are CN, COc1cc2c(c(-c3ccccc3Cl)c1)OC(COS(=O)(=O)c1ccc(C)cc1)C2, Cl. Product: CNCC1Cc2cc(OC)cc(-c3ccccc3Cl)c2O1. As a reaction SMILES: [CH3:32][NH2:33].[Cl:2][c:3]1[c:4](-[c:9]2[cH:10][c:11]([O:30][CH3:31])[cH:12][c:13]3[c:17]2[O:16][CH:15]([CH2:18][O:19][S:20]([c:21]2[cH:22][cH:23][c:24]([CH3:25])[cH:26][cH:27]2)(=[O:28])=[O:29])[CH2:14]3)[cH:5][cH:6][cH:7][cH:8]1.[ClH:1]>>[Cl:2][c:3]1[c:4](-[c:9]2[cH:10][c:11]([O:30][CH3:31])[cH:12][c:13]3[c:17]2[O:16][CH:15]([CH2:18][NH:33][CH3:32])[CH2:14]3)[cH:5][cH:6][cH:7][cH:8]1. The reactants are C1CC12CNC(NC2)=S (5,7-diazaspiro[2.5]octane-6-thione), CI (methyl iodide), C(C)O (ethanol). The solvent is C(C)(=O)OCC (Ethyl acetate). Run at temperature 45 celsius. Yields the product I.CSC1=NCC2(CC2)CN1 (6-(Methylthio)-5,7-diazaspiro[2.5]oct-5-ene-hydriodide). Isolated yield 93.5%. Reaction SMILES: [CH2:1]1[C:3]2([CH2:8][NH:7][C:6](=[S:9])[NH:5][CH2:4]2)[CH2:2]1.C[I:11].[CH2:12](O)C>C(OCC)(=O)C>[IH:11].[CH3:12][S:9][C:6]1[NH:7][CH2:8][C:3]2([CH2:2][CH2:1]2)[CH2:4][N:5]=1 |f:4.5|. Procedure details: A mixture of 5,7-diazaspiro[2.5]octane-6-thione (7.53 g; 0.053 mol), methyl iodide (8.43 g; 0.0594 mol) and absolute ethanol (26 ml) is stirred and heated at 45° C. for one hour until the reaction mixture becomes straw colored and homogeneous. Ethyl acetate is added with cooling, the precipitated crystalline material is collected and dried to afford 14.05 g (93.5% yield) of title product, m.p. 128°-130° C.